From a dataset of the Open Reaction Database (ORD), a public repository of structured organic reaction records. describe an organic reaction: reactants, conditions, products, and yield Reactants: BrC1=CC=C(C=C1)Br (1,4-dibromobenzene), [Li]CCCC (n-BuLi), FC(C(CC)=O)(F)F (1,1,1-Trifluoro-2-butanone). The solvent is C1CCOC1 (THF). Run at temperature -78 celsius, time 15 minute. The product is BrC1=CC=C(C=C1)C(C(F)(F)F)(CC)O (2-(4-Bromophenyl)-1,1,1-trifluorobutan-2-ol). As a reaction SMILES: Br[C:2]1[CH:7]=[CH:6][C:5]([Br:8])=[CH:4][CH:3]=1.[Li]CCCC.[F:14][C:15]([F:21])([F:20])[C:16](=[O:19])[CH2:17][CH3:18]>C1COCC1>[Br:8][C:5]1[CH:6]=[CH:7][C:2]([C:16]([OH:19])([CH2:17][CH3:18])[C:15]([F:21])([F:20])[F:14])=[CH:3][CH:4]=1. Procedure: To a solution of 1,4-dibromobenzene (2.5 g, 10.6 mmol) in THF (50 mL) at −78° C. was added n-BuLi (6.5 mL, 10 mmol; 1.6 M in hexanes) and the mixture was stirred at −78° C. for 15 min. 1,1,1-Trifluoro-2-butanone (1.3 g, 10 mmol) was then added. After further stirring for 15 min., the mixture was quenched with aqueous NH4Cl and extracted with Ethyl acetate. Purification by combi-flash chromatography (40 g column; eluted with hexanes—Ethyl acetate (10% -20%) in 20 min.; flow rate: 35 mL/min and co... The reactants are O=C([O-])[O-], Cn1ccc(C(=O)NCCC(=O)O)c1, [Cl-], [K+], [K+], [Na+], O. The product is Cn1ccc2c1C(=O)CCNC2=O. Reaction SMILES: [C:15](=[O:16])([O-:17])[O-:18].[CH3:1][n:2]1[cH:3][c:4]([C:7](=[O:8])[NH:9][CH2:10][CH2:11][C:12](=[O:13])[OH:14])[cH:5][cH:6]1.[Cl-:22].[K+:19].[K+:20].[Na+:21].[OH2:23]>>[CH3:1][n:2]1[c:3]2[c:4]([cH:5][cH:6]1)[C:7](=[O:8])[NH:9][CH2:10][CH2:11][C:12]2=[O:14]. RXN SMILES: [O:1]1[CH:5]=[CH:4][CH:3]=[C:2]1[C:6]1[C:7]2[S:21][CH:20]=[CH:19][C:8]=2[N:9]=[C:10]([CH2:12][CH2:13][C:14]([O:16]CC)=[O:15])[N:11]=1.[OH-].[Li+]>C1COCC1.O>[O:1]1[CH:5]=[CH:4][CH:3]=[C:2]1[C:6]1[C:7]2[S:21][CH:20]=[CH:19][C:8]=2[N:9]=[C:10]([CH2:12][CH2:13][C:14]([OH:16])=[O:15])[N:11]=1 |f:1.2|. Yields the product O1C(=CC=C1)C=1C2=C(N=C(N1)CCC(=O)O)C=CS2 (3-(4-(2-Furyl)thieno[3,2-d]pyrimidine-2-yl)propionic Acid). Procedure details: A solution of ethyl 3-(4-(2-furyl)thieno[3,2-d]pyrimidine-2-yl)propionate (0.07 g, 0.23 mmol) in THF (1.0 mL) and water (1.0 mL) was treated with lithium hydroxide (0.10 g, 2.32 mmol), stirred at room temperature for 16 h, concentrated in vacuo, dissolved in water, acidified to pH 2 by the addition of HCl (0.1 mL, 6.0-M), cooled in ice and filtered to give the title compound (0.052 g, 81%) as a white solid. Reaction conditions: time 16 hour. The reactants are O1C(=CC=C1)C=1C2=C(N=C(N1)CCC(=O)OCC)C=CS2 (ethyl 3-(4-(2-furyl)thieno[3,2-d]pyrimidine-2-yl)propionate), [OH-].[Li+] (lithium hydroxide). Yield: 82.4%. Solvent: C1CCOC1 (THF), O (water).